Dataset: the Open Reaction Database (ORD), a public repository of structured organic reaction records. Task: describe an organic reaction: reactants, conditions, products, and yield Starting materials: COC1OC(CC1C1=CC=C(C=C1)CCC)OC (2,5-dimethoxy-3-(4-propylphenyl)-tetrahydrofuran), COC1OC(CC1C1=CC=CC=C1)OC (2,5-dimethoxy-3-phenyltetrahydrofuran), COC1OC(C=C1C1=CC=C(C=C1)CCC)OC (2,5-dihydro-2,5-dimethoxy-3-(4-propylphenyl)-furan). The product is COC1OC(CC1C1=CC=C(C=C1)C(CC)=O)OC (2,5-Dimethoxy-3-(4-propoylphenyl)-tetrahydrofuran). Isolated yield 100.0%. As a reaction SMILES: [CH3:1][O:2][CH:3]1[CH:7]([C:8]2[CH:13]=[CH:12][CH:11]=[CH:10][CH:9]=2)[CH2:6][CH:5]([O:14][CH3:15])[O:4]1.C[O:17][CH:18]1[C:22](C2C=CC(CCC)=CC=2)=[CH:21]C(OC)O1.COC1C(C2C=CC(CCC)=CC=2)CC(OC)O1>>[CH3:1][O:2][CH:3]1[CH:7]([C:8]2[CH:13]=[CH:12][C:11]([C:18](=[O:17])[CH2:22][CH3:21])=[CH:10][CH:9]=2)[CH2:6][CH:5]([O:14][CH3:15])[O:4]1. Reported procedure: As described in Example 1(b) for the preparation of 2,5-dimethoxy-3-phenyltetrahydrofuran, 2,5-dihydro-2,5-dimethoxy-3-(4-propylphenyl)-furan (320 mg, 1.29 mmol) was hydrogenated to give 322 mg (100%) of a diastereomeric mixture of 2,5-dimethoxy-3-(4-propylphenyl)-tetrahydrofuran as a viscous colorless oil that was unstable and used immediately without further purification. 1H NMR (CDCl3): δ 7.24 (d, 2H, J=8.1 Hz), 7.12 (d, 2H, J=8.1 Hz), 5.24 (t, 1H, J=5.9 Hz), 3.60-3.30 (m, 6H), 2.59 (d, 1H, J...